Task: describe an organic reaction: reactants, conditions, products, and yield. Dataset: the Open Reaction Database (ORD), a public repository of structured organic reaction records The reactants are O[C@H](C(=O)O)[C@@H](C(=O)O)O ((2S,3S)-2,3-dihydroxysuccinic acid), ClC1=CC=C(C=N1)CN1C2=C(C=3C=C(C=CC13)F)CN1CCC2CC1 (6-[(6-chloropyridin-3-yl)methyl]-9-fluoro-3,4,5,6-tetrahydro-1H-2,5-ethanoazepino[4,3-b]indole). Solvent: CO (methanol), C(C)(=O)OCC (ethyl acetate), C(C)O (ethanol). Yields the product C(=O)(O)C(O)C(O)C(=O)O.ClC1=CC=C(C=N1)CN1C2=C(C=3C=C(C=CC13)F)CN1CCC2CC1 (6-[(6-chloropyridin-3-yl)methyl]-9-fluoro-3,4,5,6-tetrahydro-1H-2,5-ethanoazepino[4,3-b]indole tartrate). Reaction SMILES: [Cl:1][C:2]1[N:7]=[CH:6][C:5]([CH2:8][N:9]2[C:17]3[CH:16]=[CH:15][C:14]([F:18])=[CH:13][C:12]=3[C:11]3[CH2:19][N:20]4[CH2:25][CH2:24][CH:23]([C:10]2=3)[CH2:22][CH2:21]4)=[CH:4][CH:3]=1.[OH:26][C@@H:27]([C@H:31]([OH:35])[C:32]([OH:34])=[O:33])[C:28]([OH:30])=[O:29]>C(OCC)(=O)C.C(O)C.CO>[C:28]([CH:27]([CH:31]([C:32]([OH:34])=[O:33])[OH:35])[OH:26])([OH:30])=[O:29].[Cl:1][C:2]1[N:7]=[CH:6][C:5]([CH2:8][N:9]2[C:17]3[CH:16]=[CH:15][C:14]([F:18])=[CH:13][C:12]=3[C:11]3[CH2:19][N:20]4[CH2:21][CH2:22][CH:23]([C:10]2=3)[CH2:24][CH2:25]4)=[CH:4][CH:3]=1 |f:5.6|. Reported procedure: The salt was prepared by dissolving the starting material from Example 164C (275. mg, 0.775 mmol) in ethyl acetate (5.0 mL) and ethanol (1.0 mL) then adding (2S,3S)-2,3-dihydroxysuccinic acid (128 mg, 0.852 mmol, dissolved in a minimal amount of methanol) slowly and stirring rapidly over night. The material precipitated to give a white solid. The solid was collected by filtration and dried under vacuum to give the titled compound: 1H NMR (300 MHz, methanol-d4) δ ppm 1.97-2.13 (m, 2H) 2.19-2.37 (... Yields the product NC1=C(N=C(S1)C1=C(C=CC(=C1)F)F)C(=O)NC=1C=NN(C1N1CC[C@@H]([C@@H](CC1)F)N)C (5-amino-N-(5-((4S,5R)-4-amino-5-fluoroazepan-1-yl)-1-methyl-1H-pyrazol-4-yl)-2-(2,5-difluorophenyl)thiazole-4-carboxamide). Starting materials: NC=1C=NN(C1N1CCC(C(CC1)F)NC(C(F)(F)F)=O)C (N-(1-(4-amino-1-methyl-1H-pyrazol-5-yl)-5-fluoroazepan-4-yl)-2,2,2-trifluoroacetamide), C(C)(C)(C)OC(=O)NC1=C(N=C(S1)C1=C(C=CC(=C1)F)F)C(=O)O (5-(tert-butoxycarbonyl-amino)-2-(2,5-difluorophenyl)thiazole-4-carboxylic acid). Reported procedure: Following the procedure for Example 221 starting from N-(1-(4-amino-1-methyl-1H-pyrazol-5-yl)-5-fluoroazepan-4-yl)-2,2,2-trifluoroacetamide and 5-(tert-butoxycarbonyl-amino)-2-(2,5-difluorophenyl)thiazole-4-carboxylic acid gave 295 as a dark cream solid (166 mg, 73% over three steps. 1H NMR (400 MHz, CDCl3) δ 8.65 (s, 1H), 7.87-7.81 (m, 2H), 7.17-7.09 (m, 1H), 7.07-7.01 (m, 1H), 6.16 (s, 2H), 4.90 (dd, J=47.1, 6.7 Hz, 1H), 3.74 (s, 3H), 3.49-3.32 (m, 3H), 3.23-3.09 (m, 2H), 2.36-2.28 (m, 1H), 2.... Reaction SMILES: [NH2:1][C:2]1[CH:3]=[N:4][N:5]([CH3:22])[C:6]=1[N:7]1[CH2:13][CH2:12][CH:11]([F:14])[CH:10]([NH:15]C(=O)C(F)(F)F)[CH2:9][CH2:8]1.C(OC([NH:30][C:31]1[S:35][C:34]([C:36]2[CH:41]=[C:40]([F:42])[CH:39]=[CH:38][C:37]=2[F:43])=[N:33][C:32]=1[C:44](O)=[O:45])=O)(C)(C)C>>[NH2:30][C:31]1[S:35][C:34]([C:36]2[CH:41]=[C:40]([F:42])[CH:39]=[CH:38][C:37]=2[F:43])=[N:33][C:32]=1[C:44]([NH:1][C:2]1[CH:3]=[N:4][N:5]([CH3:22])[C:6]=1[N:7]1[CH2:13][CH2:12][C@@H:11]([F:14])[C@@H:10]([NH2:15])[CH2:9][CH2:8]1)=[O:45]. Product: Cc1cc([N+](=O)[O-])c(NC(C)C)c([N+](=O)[O-])c1C(C)C. Reactants: CC(C)N, Cc1ccccc1, Cc1cc([N+](=O)[O-])c(Cl)c([N+](=O)[O-])c1C(C)C. Reaction SMILES: [CH3:18][CH:19]([CH3:20])[NH2:21].[CH3:22][c:23]1[cH:24][cH:25][cH:26][cH:27][cH:28]1.[Cl:1][c:2]1[c:3]([N+:15](=[O:16])[O-:17])[cH:4][c:5]([CH3:14])[c:6]([CH:11]([CH3:12])[CH3:13])[c:7]1[N+:8](=[O:9])[O-:10]>>[c:2]1([NH:21][CH:19]([CH3:18])[CH3:20])[c:3]([N+:15](=[O:16])[O-:17])[cH:4][c:5]([CH3:14])[c:6]([CH:11]([CH3:12])[CH3:13])[c:7]1[N+:8](=[O:9])[O-:10]. The reactants are CCCCc1nc2ccc(O)cc2c(=O)n1Cc1ccc(-c2ccccc2-c2nnnn2COC)cc1, C1CCOC1, CO, [Na]. Product: CCCCc1nc2ccc(OC)cc2c(=O)n1Cc1ccc(-c2ccccc2-c2nnnn2COC)cc1. Reaction SMILES: [CH2:2]([CH2:3][CH2:4][CH3:5])[c:6]1[n:7][c:8]2[cH:9][cH:10][c:11]([OH:38])[cH:12][c:13]2[c:14](=[O:37])[n:15]1[CH2:16][c:17]1[cH:18][cH:19][c:20](-[c:23]2[c:24](-[c:29]3[n:30][n:31][n:32][n:33]3[CH2:34][O:35][CH3:36])[cH:25][cH:26][cH:27][cH:28]2)[cH:21][cH:22]1.[CH2:41]1[O:42][CH2:43][CH2:44][CH2:45]1.[CH3:39][OH:40].[Na:1]>>[CH2:2]([CH2:3][CH2:4][CH3:5])[c:6]1[n:7][c:8]2[cH:9][cH:10][c:11]([O:38][CH3:39])[cH:12][c:13]2[c:14](=[O:37])[n:15]1[CH2:16][c:17]1[cH:18][cH:19][c:20](-[c:23]2[c:24](-[c:29]3[n:30][n:31][n:32][n:33]3[CH2:34][O:35][CH3:36])[cH:25][cH:26][cH:27][cH:28]2)[cH:21][cH:22]1. The reactants are fatty acid, methyl ester, fatty acid methyl esters, C(CCCCCCCCCCCCCCCCC)(=O)OC (methyl stearate), C(CCCCCCC\C=C/CCCCCCCC)(=O)OC (methyl oleate), fatty acid esters. Yields the product methyl ester, CCCCC/C=C\C/C=C\C/C=C\CCCCCCC(=O)O (DGLA). Reaction SMILES: [C:1]([O:20]C)(=[O:19])[CH2:2][CH2:3][CH2:4][CH2:5][CH2:6][CH2:7][CH2:8][CH2:9][CH2:10][CH2:11][CH2:12][CH2:13][CH2:14][CH2:15][CH2:16][CH2:17][CH3:18].[C:22](OC)(=O)[CH2:23]CCCCCC/C=C\CCCCCCCC>>[CH3:22][CH2:23][CH2:18][CH2:17][CH2:16]/[CH:15]=[CH:14]\[CH2:13]/[CH:12]=[CH:11]\[CH2:10]/[CH:9]=[CH:8]\[CH2:7][CH2:6][CH2:5][CH2:4][CH2:3][CH2:2][C:1]([OH:20])=[O:19]. Procedure details: Methyl ester of DGLA is recovered preferably by extracting the above-mentioned treated solution with an organic solvent such as hexane, an ether such as ethyl ether, or an ester such as ethyl acetate. Next, the resulting extract is dried on, for example, anhydrous sodium sulfate, and the solvent is distilled off preferably under reduced pressure to obtain a mixture comprising fatty acid esters. This mixture contains, in addition to the desired fatty acid HGLA methyl ester, other fatty acid methy... The reactants are C(C)C(=O)O.C(C1=CC=CC=C1)N1C2CC(CC1CC2)NS(=O)(=O)C2=CC=1C3=C(C(NC1C=C2)=O)NC=C3 (8-(8-benzyl-8-aza-bicyclo[3.2.1]oct-3-ylsulfamoyl)-4-oxo-4,5-dihydro-3H-pyrrolo[2,3-c]quinoline 1-ethyl carboxylate). The reagents and catalysts are [Pd] (Pd). The solvent is C(C)O (ethanol). Conditions: time 18 hour. Product: C12CC(CC(CC1)N2)NS(=O)(=O)C2=CC=1C3=C(C(NC1C=C2)=O)NC=C3.C(C)C(=O)[O-] (8-(8-aza-bicyclo[3.2.1]oct-3-ylsulfamoyl)-4-oxo-4,5-dihydro-3H-pyrrolo[2,3-c]quinoline 1-ethyl carboxylate). The yield is 32.1%. As a reaction SMILES: [CH2:1]([C:3]([OH:5])=[O:4])[CH3:2].C([N:13]1[CH:18]2[CH2:19][CH2:20][CH:14]1[CH2:15][CH:16]([NH:21][S:22]([C:25]1[CH:34]=[CH:33][C:32]3[NH:31][C:30](=[O:35])[C:29]4[NH:36][CH:37]=[CH:38][C:28]=4[C:27]=3[CH:26]=1)(=[O:24])=[O:23])[CH2:17]2)C1C=CC=CC=1>C(O)C.[Pd]>[CH:14]12[NH:13][CH:18]([CH2:19][CH2:20]1)[CH2:17][CH:16]([NH:21][S:22]([C:25]1[CH:34]=[CH:33][C:32]3[NH:31][C:30](=[O:35])[C:29]4[NH:36][CH:37]=[CH:38][C:28]=4[C:27]=3[CH:26]=1)(=[O:23])=[O:24])[CH2:15]2.[CH2:1]([C:3]([O-:5])=[O:4])[CH3:2] |f:0.1,4.5|. Procedure: 4 mg of activated Pd 10% on charcoal is added to a solution of 75 mg (0.14 mmol) of 8-(8-benzyl-8-aza-bicyclo[3.2.1]oct-3-ylsulfamoyl)-4-oxo-4,5-dihydro-3H-pyrrolo[2,3-c]quinoline 1-ethyl carboxylate dissolved in 15 mL of ethanol. The solution is stirred under a hydrogen atmosphere at room temperature for 18 hours then filtered on celite. The filtrate is evaporated and the residue is purified by chromatography on silica (eluent dichloromethane/methanol/ammonia 200/25/4) to give 20 mg (32%) of 8-... The reactants are Br, C1COCCO1, O, O=C1c2cccc3c4c(cc(c23)C(=O)N1O)OCOC4. As a reaction SMILES: [Br:21].[O:23]1[CH2:24][CH2:25][O:26][CH2:27][CH2:28]1.[OH2:22].[OH:1][N:2]1[C:3](=[O:20])[c:4]2[cH:5][c:6]3[c:11]([c:12]4[c:13]2[c:14]([cH:17][cH:18][cH:19]4)[C:15]1=[O:16])[CH2:10][O:9][CH2:8][O:7]3>>[OH:1][N:2]1[C:3](=[O:20])[c:4]2[cH:5][c:6]([OH:7])[c:11]([CH:10]=[O:9])[c:12]3[c:13]2[c:14]([cH:17][cH:18][cH:19]3)[C:15]1=[O:16]. The product is O=Cc1c(O)cc2c3c(cccc13)C(=O)N(O)C2=O.